Dataset: the Open Reaction Database (ORD), a public repository of structured organic reaction records. Task: describe an organic reaction: reactants, conditions, products, and yield Procedure details: n-Butyllithium (2.6 M solution in hexane, 0.295 ml, 0.767 mmol) was added to a solution of 2-(9-benzyloxy-nonyl)-2-methyl-propane-1,3-diol (221 mg, 0.686 mmol) in THF (5.1 ml) at 0° C. over three minutes, and the mixture was then stirred at the same temperature for 30 minutes. A solution of TsCl (138 mg, 0.723 mmol) in THF (0.91 ml) was added to the reaction solution at 0° C. over eight minutes, and the mixture was then stirred at the same temperature for one hour. n-Butyllithium (2.6 M solution... The solvent is CCOCC (ether), O (water), C1CCOC1 (THF), C1CCOC1 (THF). Reaction conditions: time 30 minute. The product is C(C1=CC=CC=C1)OCCCCCCCCCC1(COC1)C (3-(9-benzyloxy-nonyl)-3-methyl-oxetane). Yield: 90.0%. Reaction SMILES: C([Li])CCC.[CH2:6]([O:13][CH2:14][CH2:15][CH2:16][CH2:17][CH2:18][CH2:19][CH2:20][CH2:21][CH2:22][C:23]([CH3:28])([CH2:26][OH:27])[CH2:24]O)[C:7]1[CH:12]=[CH:11][CH:10]=[CH:9][CH:8]=1.S(Cl)(C1C=CC(C)=CC=1)(=O)=O>C1COCC1.CCOCC.O>[CH2:6]([O:13][CH2:14][CH2:15][CH2:16][CH2:17][CH2:18][CH2:19][CH2:20][CH2:21][CH2:22][C:23]1([CH3:28])[CH2:26][O:27][CH2:24]1)[C:7]1[CH:12]=[CH:11][CH:10]=[CH:9][CH:8]=1. Reactants: S(=O)(=O)(C1=CC=C(C)C=C1)Cl (TsCl), C(CCC)[Li] (n-Butyllithium), C(CCC)[Li] (n-Butyllithium), C(C1=CC=CC=C1)OCCCCCCCCCC(CO)(CO)C (2-(9-benzyloxy-nonyl)-2-methyl-propane-1,3-diol). Reactants: BrC1=C(N)C=C(C=C1)F (2-bromo-5-fluoroaniline), diazonium salt, diazonium salt, N(=O)[O-].[Na+] (sodium nitrite), C(C)(=O)[O-].[Na+] (sodium acetate), C(#N)CC(=O)N (2-cyanoacetamide), diazonium salt, C(C)(=O)[O-].[Na+] (sodium acetate), Cl (hydrochloric acid), diazonium salt. Solvent: O (water), O (water), O (water), CCO (EtOH), O (water). The product is NC(\C(=N\NC1=C(C=CC(=C1)F)Br)\C#N)=O ((E)-2-amino-N′-(2-bromo-5-fluorophenyl)-2-oxoacetohydrazonoyl cyanide). Isolated yield 68.1%. Reaction SMILES: [Br:1][C:2]1[CH:8]=[CH:7][C:6]([F:9])=[CH:5][C:3]=1[NH2:4].Cl.[N:11]([O-])=O.[Na+].C([O-])(=O)C.[Na+].[C:20]([CH2:22][C:23]([NH2:25])=[O:24])#[N:21]>O.CCO>[NH2:25][C:23](=[O:24])/[C:22](/[C:20]#[N:21])=[N:11]/[NH:4][C:3]1[CH:5]=[C:6]([F:9])[CH:7]=[CH:8][C:2]=1[Br:1] |f:2.3,4.5|. Procedure: To a stirred vessel containing 2-bromo-5-fluoroaniline (20.0 g, 105 mmol) was added concentrated hydrochloric acid (26 mL, 3.0 eq) dropwise while maintaining the mixture temperature <5° C. To the cooled suspension was added dropwise a solution of sodium nitrite (7.1 g, 103 mmol) in water (25 mL). The mixture was stirred and cooled for 15 minutes. A solution of sodium acetate (26.0 g, 317 mmol) in water (120 mL) was added dropwise to the reaction mixture. The resulting diazonium salt solution (cl... Reactants: C1(=CC=CC=C1)C (toluene), CO (methanol), amines. The solvent is C(Cl)(Cl)Cl (chloroform), O (water). Yields the product O1CC1CCCCCC (Epoxyoctane). Reaction SMILES: [C:1]1([CH3:7])[CH:6]=[CH:5][CH:4]=[CH:3][CH:2]=1.[CH3:8][OH:9]>C(Cl)(Cl)Cl.O>[O:9]1[CH:2]([CH2:3][CH2:4][CH2:5][CH2:6][CH2:1][CH3:7])[CH2:8]1. Procedure: To a solution of 0.50 g of sixth generation PAMAM in 5 mL of methanol was added 0.56 g of epoxyoctane. After 6 days at room temperature, the solvent was evaporated in vacuo to give 0.80 g of colorless oil. The material was soluble in chloroform, toluene or methanol, but not soluble in water. The 13C-NMR spectrum was in accord with a dendrimer with C-8 alkyl groups attached to its terminal amines. Reactants: C(C)OC(=O)Cl (chloroformic acid ethyl ester), C(C)(C)(C)OC(=O)N=C1SC=C(N1)C(C(=O)O)=O (2-(2-tert.-butoxycarbonylimino-4-thiazolin-4-yl)-glyoxylic acid), alcohol, CC(=O)OCC1=C(N2[C@@H]([C@@H](C2=O)N)SC1)C(=O)O (7-aminocephalosporanic acid). Reagents/catalysts: CN(CCCO)C (3-dimethylaminopropanol). Solvent: C(Cl)Cl (methylene chloride), C(C)N(CC)CC (triethylamine), C(Cl)Cl (methylene chloride), C(Cl)Cl (methylene chloride), C(C)N(CC)CC (triethylamine). Reaction conditions: time 2 hour. Product: C(C)(C)(C)OC(=O)N=C1SC=C(N1)C(C(=O)NC1[C@@H]2N(C(=C(CS2)COC(C)=O)C(=O)O)C1=O)=O (7-[2-(2-tert.-Butoxycarbonylimino-4-thiazolin-4-yl)-2-oxoacetamido]-3-acetoxymethyl-3-cephem-4-carboxylic acid). RXN SMILES: [C:1]([O:5][C:6]([N:8]=[C:9]1[NH:13][C:12]([C:14](=[O:18])[C:15]([OH:17])=O)=[CH:11][S:10]1)=[O:7])([CH3:4])([CH3:3])[CH3:2].C(OC(Cl)=O)C.[CH3:25][C:26]([O:28][CH2:29][C:30]1[CH2:39][S:38][C@@H:33]2[C@H:34]([NH2:37])[C:35](=[O:36])[N:32]2[C:31]=1[C:40]([OH:42])=[O:41])=[O:27]>C(Cl)Cl.CN(C)CCCO.C(N(CC)CC)C>[C:1]([O:5][C:6]([N:8]=[C:9]1[NH:13][C:12]([C:14](=[O:18])[C:15]([NH:37][CH:34]2[C:35](=[O:36])[N:32]3[C:31]([C:40]([OH:42])=[O:41])=[C:30]([CH2:29][O:28][C:26](=[O:27])[CH3:25])[CH2:39][S:38][C@H:33]23)=[O:17])=[CH:11][S:10]1)=[O:7])([CH3:2])([CH3:3])[CH3:4]. Reported procedure: 2.7 g of 2-(2-tert.-butoxycarbonylimino-4-thiazolin-4-yl)-glyoxylic acid containing one molar equivalent of crystal alcohol are activated with a total of 2 ml of chloroformic acid ethyl ester (added in 3 portions) in 40 ml of methylene chloride at -30° C. in the presence of 2.8 ml of triethylamine and 2 drops of 3-dimethylaminopropanol, and the mixture is then combined with a solution of 3.6 g of 7-aminocephalosporanic acid in a mixture of 40 ml of methylene chloride and 3.6 ml of triethylamine.... The reactants are C1(CCCCC1)CN1C(N(C=2NC(=NC2C1=O)C1=CC=C(/C=C/C(=O)O)C=C1)CC1CCCCC1)=O ((E)-4-[1,3 bis(cyclohexylmethyl)-1,2,3,6-tetrahydro-2,6-dioxo-9H-purin-8-yl]cinnamic acid), NC1=C(C(N(C(N1CC1CCCCC1)=O)CC1CCCCC1)=O)N=O (6-amino 1,3-bis(cyclohexylmethyl)-5-nitrosouracil), C(=O)C1=C(C(=O)O)C=CC=C1 (2-formylbenzoic acid). Product: C1(CCCCC1)CN1C(=O)N(C(=O)C(=C1N)N)CC1CCCCC1 (1,3-Bis(cyclohexylmethyl)-5,6-diaminouracil), C1(CCCCC1)CN1C(N(C=2NC(=NC2C1=O)C1=C(C(=O)O)C=CC=C1)CC1CCCCC1)=O ((1,3-Bis(cyclohexylmethyl)-1,2,3,6-tetrahydro-2,6-dioxo-9H-purin-8-yl]benzoic acid), off-white solid. The yield is 46.0%. As a reaction SMILES: [CH:1]1([CH2:7][N:8]2[C:16](=[O:17])[C:15]3[N:14]=C(C4C=CC(/C=C/C(O)=O)=CC=4)[NH:12][C:11]=3[N:10]([CH2:29][CH:30]3[CH2:35][CH2:34][CH2:33][CH2:32][CH2:31]3)[C:9]2=[O:36])[CH2:6][CH2:5][CH2:4][CH2:3][CH2:2]1.[NH2:37][C:38]1[N:43]([CH2:44][CH:45]2[CH2:50][CH2:49][CH2:48][CH2:47][CH2:46]2)[C:42](=[O:51])[N:41]([CH2:52][CH:53]2[CH2:58][CH2:57][CH2:56][CH2:55][CH2:54]2)[C:40](=[O:59])[C:39]=1[N:60]=O.[CH:62]([C:64]1[CH:72]=[CH:71][CH:70]=[CH:69][C:65]=1[C:66]([OH:68])=[O:67])=O>>[CH:30]1([CH2:29][N:10]2[C:11]([NH2:12])=[C:15]([NH2:14])[C:16](=[O:17])[N:8]([CH2:7][CH:1]3[CH2:6][CH2:5][CH2:4][CH2:3][CH2:2]3)[C:9]2=[O:36])[CH2:31][CH2:32][CH2:33][CH2:34][CH2:35]1.[CH:53]1([CH2:52][N:41]2[C:40](=[O:59])[C:39]3[N:60]=[C:62]([C:64]4[CH:72]=[CH:71][CH:70]=[CH:69][C:65]=4[C:66]([OH:68])=[O:67])[NH:37][C:38]=3[N:43]([CH2:44][CH:45]3[CH2:50][CH2:49][CH2:48][CH2:47][CH2:46]3)[C:42]2=[O:51])[CH2:58][CH2:57][CH2:56][CH2:55][CH2:54]1. Procedure details: 1,3-Bis(cyclohexylmethyl)-5,6-diaminouracil was prepared as in part (d) of Example 1 by reduction of 1, 6-amino 1,3-bis(cyclohexylmethyl)-5-nitrosouracil (2.00 g) and immediately condensed with 2-formylbenzoic acid (Aldrich, 1.424 g) by the method of J. Perumattam (Synthetic Commun. 1989, 19: 3367–3370) to give title compound as an off-white solid off-white solid (1.22 g, 46%), m.p. 271–274° C.; 1H-NMR (DMSO-d6) consistent with structure. Reactants: C1(=CC=CC=C1)C=1NC=CN1 (2-phenylimidazole), [H-].[Na+] (NaH), C(OCC1=CC=CC=C1)Cl (BOM-Cl). Run in CCOC(=O)C (EtOAc), C1CCOC1 (THF). Reaction conditions: temperature 0 celsius, time 15 minute. Product: C(C1=CC=CC=C1)OCN1C(=NC=C1)C1=CC=CC=C1 (1-(benzyloxymethyl)-2-phenyl-1H-imidazole). Isolated yield 68.7%. RXN SMILES: [C:1]1([C:7]2[NH:8][CH:9]=[CH:10][N:11]=2)[CH:6]=[CH:5][CH:4]=[CH:3][CH:2]=1.[H-].[Na+].[CH2:14](Cl)[O:15][CH2:16][C:17]1[CH:22]=[CH:21][CH:20]=[CH:19][CH:18]=1>C1COCC1.CCOC(C)=O>[CH2:16]([O:15][CH2:14][N:11]1[CH:10]=[CH:9][N:8]=[C:7]1[C:1]1[CH:2]=[CH:3][CH:4]=[CH:5][CH:6]=1)[C:17]1[CH:22]=[CH:21][CH:20]=[CH:19][CH:18]=1 |f:1.2|. Reported procedure: To 2-phenylimidazole (500 mg, 3.47 mmol) in 10 mL THF at 0° C., was added 60% NaH (146 mg, 3.64 mmol). The mixture was stirred at 0° C. for 15 min, then BOM-Cl (80%, 656 μL, 3.82 mmol) was added. The mixture was stirred at rt for 1 h, then was diluted with EtOAc. The organic phase was washed with H2O and brine, dried (Na2SO4) and concentrated. The crude product was purified by flash chromatography (0 to 100% EtOAc/hexanes gradient) to afford 630 mg of Intermediate 15.1 as a colorless oil.